Dataset: the Open Reaction Database (ORD), a public repository of structured organic reaction records. Task: describe an organic reaction: reactants, conditions, products, and yield Reaction SMILES: C1C2C(=CC=CC=2)[C@@H](N)[C@H]1O.B.O1CCCC1.[N:18]([CH2:21][C:22]([C:24]1[C:32]2[S:31][C:30](=[O:33])[NH:29][C:28]=2[C:27]([OH:34])=[CH:26][CH:25]=1)=[O:23])=[N+:19]=[N-:20]>>[N:18]([CH2:21][C@@H:22]([C:24]1[C:32]2[S:31][C:30](=[O:33])[NH:29][C:28]=2[C:27]([OH:34])=[CH:26][CH:25]=1)[OH:23])=[N+:19]=[N-:20] |f:1.2|. Starting materials: C1[C@@H]([C@@H](C2=CC=CC=C21)N)O ((1R,2S)-(+)-cis-1-Amino-2-indanol), B.O1CCCC1 (borane tetrahydrofuran), N(=[N+]=[N-])CC(=O)C1=CC=C(C=2NC(SC21)=O)O (7-(2-Azido-acetyl)-4-hydroxy-3H-benzothiazol-2-one). The product is N(=[N+]=[N-])C[C@H](O)C1=CC=C(C=2NC(SC21)=O)O (7-[(1R)-2-Azido-1-hydroxy-ethyl]-4-hydroxy-3H-benzothiazol-2-one). Run at temperature 22.5 celsius, time 30 minute. Procedure: (1R,2S)-(+)-cis-1-Amino-2-indanol (149 g) was added portion wise to borane-tetrahydrofuran complex (1M in tetrahydrofuran, 2997 mL) over 25 minutes maintaining a temperature of 20-25° C. The mixture was stirred at 20° C. for a further 30 minutes, cooled to 0° C. and 7-(2-azido-acetyl)-4-hydroxy-3H-benzothiazol-2-one (example 1, step b) (250 g) added portionwise maintaining the temperature 0-5° C. The reaction mixture was stirred for a further 1 h at 0° C. and then quenched dropwise with methanol...